Dataset: the Open Reaction Database (ORD), a public repository of structured organic reaction records. Task: describe an organic reaction: reactants, conditions, products, and yield Reactants: ClC1=C(C=C(C=C1)O)[N+](=O)[O-] (4-chloro-3-nitro-phenol), C([O-])([O-])=O.[K+].[K+] (potassium carbonate), BrC(C)Cl (bromochloroethane). The solvent is CC(CC)=O (2-butanone). The product is ClCCOC1=CC(=C(C=C1)Cl)[N+](=O)[O-] (1-(2-Chloroethoxy)-4-chloro-3-nitrobenzene). As a reaction SMILES: [Cl:1][C:2]1[CH:7]=[CH:6][C:5]([OH:8])=[CH:4][C:3]=1[N+:9]([O-:11])=[O:10].C(=O)([O-])[O-].[K+].[K+].Br[CH:19]([Cl:21])[CH3:20]>CC(=O)CC>[Cl:21][CH2:19][CH2:20][O:8][C:5]1[CH:6]=[CH:7][C:2]([Cl:1])=[C:3]([N+:9]([O-:11])=[O:10])[CH:4]=1 |f:1.2.3|. Reported procedure: To a 500 mL 3-neck round-bottom flask was added 4-chloro-3-nitro-phenol (10 g, 0.058 mol), potassium carbonate (20 g, 0.14 mol), bromochloroethane (34.5 g, 0.24 mol) and 2-butanone (200 mL). The mixture was mechanically stirred and heated to reflux for 20 hours under nitrogen then allowed to cool to room temperature and the solids were filtered. The solvent was evaporated under vacuum and the oil dissolved in diethyl ether (300 mL) and washed with 10% sodium hydroxide. The organic layer was drie...